Dataset: the Open Reaction Database (ORD), a public repository of structured organic reaction records. Task: describe an organic reaction: reactants, conditions, products, and yield Starting materials: CC(C)C1=CC(=C(C(=C1)C(C)C)C2=C(C=CC=C2)P(C3CCCCC3)C4CCCCC4)C(C)C (X-Phos), ClC=1C=C(C=C2C(CCSC12)(C)C)C=O (8-chloro-4,4-dimethyl-3,4-dihydro-2H-thiochromene-6-carbaldehyde), C([O-])([O-])=O.[K+].[K+] (potassium carbonate), C1(CC1)[B-](F)(F)F.[K+] (potassium cyclopropyltrifluoroborate). Reagents/catalysts: CC(=O)[O-].CC(=O)[O-].[Pd+2] (Pd(OAc)2). The product is C1(CC1)C=1C=C(C=C2C(CCSC12)(C)C)C=O (8-cyclopropyl-4,4-dimethyl-3,4-dihydro-2H-thiochromene-6-carbaldehyde). As a reaction SMILES: CC(C1C=C(C(C)C)C(C2C=CC=CC=2P(C2CCCCC2)C2CCCCC2)=C(C(C)C)C=1)C.C(=O)([O-])[O-].[K+].[K+].[CH:41]1([B-](F)(F)F)[CH2:43][CH2:42]1.[K+].Cl[C:50]1[CH:51]=[C:52]([CH:62]=[O:63])[CH:53]=[C:54]2[C:59]=1[S:58][CH2:57][CH2:56][C:55]2([CH3:61])[CH3:60]>CC([O-])=O.CC([O-])=O.[Pd+2]>[CH:41]1([C:50]2[CH:51]=[C:52]([CH:62]=[O:63])[CH:53]=[C:54]3[C:59]=2[S:58][CH2:57][CH2:56][C:55]3([CH3:60])[CH3:61])[CH2:43][CH2:42]1 |f:1.2.3,4.5,7.8.9|. Procedure details: Using essentially the same procedure as Example 5-22, Step 4, Pd(OAc)2 (5.18 mg, 0.02 mmol), X-Phos (22.0 mg, 0.05 mmol), potassium carbonate (319 mg, 2.30 mmol), potassium cyclopropyltrifluoroborate (125 mg, 0.84 mmol), and 8-chloro-4,4-dimethyl-3,4-dihydro-2H-thiochromene-6-carbaldehyde (185 mg, 0.77 mmol, Example 5-29, Step 3) afforded the desired product as a yellow oil. The reactants are [H-].[Na+] (sodium hydride), BrCC(OC)(OC)C1=C(C=C(C=C1)Cl)Cl (1-(2-bromo-1,1-dimethoxyethyl)-2,4-dichlorobenzene), 19, N1N=CN=C1 (1H-1,2,4-triazole). Solvent: CN(C=O)C (N,N-dimethylformamide). Yields the product 12.1, ClC1=C(C=CC(=C1)Cl)C(CN1N=CN=C1)(OC)OC (1-[2-(2,4-dichlorophenyl)-2,2-dimethoxyethyl]-1H-1,2,4-triazole). Isolated yield 44.0%. As a reaction SMILES: [NH:1]1[CH:5]=[N:4][CH:3]=[N:2]1.[H-].[Na+].Br[CH2:9][C:10]([C:15]1[CH:20]=[CH:19][C:18]([Cl:21])=[CH:17][C:16]=1[Cl:22])([O:13][CH3:14])[O:11][CH3:12]>CN(C)C=O>[Cl:22][C:16]1[CH:17]=[C:18]([Cl:21])[CH:19]=[CH:20][C:15]=1[C:10]([O:13][CH3:14])([O:11][CH3:12])[CH2:9][N:1]1[CH:5]=[N:4][CH:3]=[N:2]1 |f:1.2|. Reported procedure: To a stirred mixture of 19 parts of 1H-1,2,4-triazole and 225 parts of N,N-dimethylformamide are added 8.4 parts of sodium hydride dispersion 78% and stirring is continued till foaming has ceased. Then there are added 29 parts of 1-(2-bromo-1,1-dimethoxyethyl)-2,4-dichlorobenzene and the whole is stirred and refluxed overnight. The reaction mixture is cooled, poured onto water and the product is extracted twice with 2,2'-oxybispropane. The combined extracts are washed with water, dried, filtered... Reactants: NC1=C(SC(=C1)C=1C=NNC1C)C(=O)N (3-amino-5-(5-methyl-1H-pyrazol-4-yl)thiophene -2-carboxamide), C(C)N1CCC(CC1)=O (1-ethylpiperidin-4-one), CC1(C2CCC1(C(=O)C2)CS(=O)(=O)O)C (CSA), [O-]S(=O)(=O)[O-].[Mg+2] (MgSO4), C(=O)(O)[O-].[Na+] (NaHCO3). Run in CC(=O)N(C)C (DMA). Conditions: temperature 100 celsius, time 4 hour. The product is C(C)N1CCC2(NC(C3=C(N2)C=C(S3)C=3C=NNC3C)=O)CC1 (1-ethyl-6′-(5-methyl-1H-pyrazol-4-yl)-1′H-spiro [piperidine-4,2′-thieno[3,2-d]pyrimidin]-4′(3′H)-one). Yield: 59.7%. As a reaction SMILES: [NH2:1][C:2]1[CH:6]=[C:5]([C:7]2[CH:8]=[N:9][NH:10][C:11]=2[CH3:12])[S:4][C:3]=1[C:13]([NH2:15])=[O:14].[CH2:16]([N:18]1[CH2:23][CH2:22][C:21](=O)[CH2:20][CH2:19]1)[CH3:17].CC1(C)C2(CS(O)(=O)=O)C(CC1CC2)=O.[O-]S([O-])(=O)=O.[Mg+2].C([O-])(O)=O.[Na+]>CC(N(C)C)=O>[CH2:16]([N:18]1[CH2:23][CH2:22][C:21]2([NH:1][C:2]3[CH:6]=[C:5]([C:7]4[CH:8]=[N:9][NH:10][C:11]=4[CH3:12])[S:4][C:3]=3[C:13](=[O:14])[NH:15]2)[CH2:20][CH2:19]1)[CH3:17] |f:3.4,5.6|. Procedure: A mixture of 3-amino-5-(5-methyl-1H-pyrazol-4-yl)thiophene -2-carboxamide (100 mg, 0.45 mmol), 1-ethylpiperidin-4-one (0.067 mL, 0.50 mmol), CSA (125 mg, 0.54 mmol), MgSO4 (108 mg, 0.90 mmol) and DMA (2.0 mL) was stirred at 100° C. for 4 h. Then, the mixture was poured into saturated aqueous NaHCO3. The organic materials were extracted with EtOAc. To the aqueous layer, NaCl was added. The organic materials were extracted again with EtOAc/THF. The combined organic layers were concentrated under r... Reactants: COC(=O)CCC(=O)N1CC(Oc2ccc(F)cc2C(C)(C)C)C1, CO, Cl, [Li+], [OH-]. Product: CC(C)(C)c1cc(F)ccc1OC1CN(C(=O)CCC(=O)O)C1. Reaction SMILES: [C:1]([CH3:2])([CH3:3])([CH3:4])[c:5]1[c:6]([O:7][CH:8]2[CH2:9][N:10]([C:12]([CH2:13][CH2:14][C:15](=[O:16])[O:17][CH3:18])=[O:19])[CH2:11]2)[cH:20][cH:21][c:22]([F:24])[cH:23]1.[CH3:28][OH:29].[ClH:27].[Li+:25].[OH-:26]>>[C:1]([CH3:2])([CH3:3])([CH3:4])[c:5]1[c:6]([O:7][CH:8]2[CH2:9][N:10]([C:12]([CH2:13][CH2:14][C:15](=[O:16])[OH:17])=[O:19])[CH2:11]2)[cH:20][cH:21][c:22]([F:24])[cH:23]1. Reaction SMILES: [CH:1]([CH3:2])([CH3:3])[Si:4]([O:5][CH2:6][c:7]1[s:8][cH:9][cH:10][c:11]1[CH3:12])([CH:13]([CH3:14])[CH3:15])[CH:16]([CH3:17])[CH3:18].[CH:24]([O:25][B:28]1[O:29][C:30]([CH3:35])([CH3:36])[C:31]([CH3:33])([CH3:34])[O:32]1)([CH3:26])[CH3:27].[Cl-:37].[Li:19][CH2:20][CH2:21][CH2:22][CH3:23].[NH4+:38].[O:39]1[CH2:40][CH2:41][CH2:42][CH2:43]1>>[CH:1]([CH3:2])([CH3:3])[Si:4]([O:5][CH2:6][c:7]1[s:8][c:9]([B:28]2[O:29][C:30]([CH3:35])([CH3:36])[C:31]([CH3:33])([CH3:34])[O:32]2)[cH:10][c:11]1[CH3:12])([CH:13]([CH3:14])[CH3:15])[CH:16]([CH3:17])[CH3:18]. The product is Cc1cc(B2OC(C)(C)C(C)(C)O2)sc1CO[Si](C(C)C)(C(C)C)C(C)C. Starting materials: Cc1ccsc1CO[Si](C(C)C)(C(C)C)C(C)C, CC(C)OB1OC(C)(C)C(C)(C)O1, [Cl-], [Li]CCCC, [NH4+], C1CCOC1. Reactants: C(C)(=O)C=1C=NC2=CC=C(N=C2C1N[C@@H]1CC[C@H](CC1)CN1CCN(CC1)C(=O)OC(C)(C)C)Cl (tert-butyl 4-{[trans-4-(3-acetyl-6-chloro-1,5-naphthyridin-4-ylamino)cyclohexyl]methyl}piperazine-1-carboxylate), ClC1=C(C(=CC(=C1)B1OC(C(O1)(C)C)(C)C)Cl)O (2,6-dichloro-4-(4,4,5,5-tetramethyl-1,3,2-dioxaborolan-2-yl)phenol). Product: C(C)(=O)C=1C=NC2=CC=C(N=C2C1N[C@@H]1CC[C@H](CC1)CN1CCN(CC1)C(=O)OC(C)(C)C)C1=CC(=C(C(=C1)Cl)O)Cl (tert-Butyl 4-({trans-4-[3-acetyl-6-(3,5-dichloro-4-hydroxyphenyl)-1,5-naphthyridin-4-ylamino]cyclohexyl}methyl)piperazine-1-carboxylate). Isolated yield 90.1%. Reaction SMILES: [C:1]([C:4]1[CH:5]=[N:6][C:7]2[C:12]([C:13]=1[NH:14][C@H:15]1[CH2:20][CH2:19][C@H:18]([CH2:21][N:22]3[CH2:27][CH2:26][N:25]([C:28]([O:30][C:31]([CH3:34])([CH3:33])[CH3:32])=[O:29])[CH2:24][CH2:23]3)[CH2:17][CH2:16]1)=[N:11][C:10](Cl)=[CH:9][CH:8]=2)(=[O:3])[CH3:2].[Cl:36][C:37]1[CH:42]=[C:41](B2OC(C)(C)C(C)(C)O2)[CH:40]=[C:39]([Cl:52])[C:38]=1[OH:53]>>[C:1]([C:4]1[CH:5]=[N:6][C:7]2[C:12]([C:13]=1[NH:14][C@H:15]1[CH2:20][CH2:19][C@H:18]([CH2:21][N:22]3[CH2:27][CH2:26][N:25]([C:28]([O:30][C:31]([CH3:32])([CH3:34])[CH3:33])=[O:29])[CH2:24][CH2:23]3)[CH2:17][CH2:16]1)=[N:11][C:10]([C:41]1[CH:42]=[C:37]([Cl:36])[C:38]([OH:53])=[C:39]([Cl:52])[CH:40]=1)=[CH:9][CH:8]=2)(=[O:3])[CH3:2]. Procedure: Following general procedure II, tert-butyl 4-{[trans-4-(3-acetyl-6-chloro-1,5-naphthyridin-4-ylamino)cyclohexyl]methyl}piperazine-1-carboxylate (150 mg, 0.30 mmol) was reacted with 2,6-dichloro-4-(4,4,5,5-tetramethyl-1,3,2-dioxaborolan-2-yl)phenol (130 mg, 0.45 mmol) to afford the product (170 mg) which was carried forward without any purification: ESI MS m/z 628 [M+H]+. The solvent is CN(C)C=O (DMF), CCN(CC)CC (Et3N). The product is COC1=CC(=NC2=CC=CC=C12)C(=O)N1CCC2(CC1)OC1=CC=C(C=C1C(C2)=O)NC(C)=O (N-{1′-[(4-methoxyquinolin-2-yl)carbonyl]-4-oxospiro[chroman-2,4′-piperidin]-6-yl}acetamide). Reaction SMILES: [CH3:1][CH2:2][N:3]=C=NCCCN(C)C.[OH:12]C(C(F)(F)F)=O.[O:19]=[C:20]1[C:34]2[C:29](=[CH:30][CH:31]=[C:32](CC(N)=O)[CH:33]=2)[O:28][C:22]2([CH2:27][CH2:26][NH:25][CH2:24][CH2:23]2)[CH2:21]1.[CH3:39][O:40][C:41]1[C:50]2[C:45](=[CH:46][CH:47]=[CH:48][CH:49]=2)[N:44]=[C:43]([C:51]([OH:53])=O)[CH:42]=1.C1C=CC2N(O)N=NC=2C=1>CN(C=O)C.CCN(CC)CC>[CH3:39][O:40][C:41]1[C:50]2[C:45](=[CH:46][CH:47]=[CH:48][CH:49]=2)[N:44]=[C:43]([C:51]([N:25]2[CH2:24][CH2:23][C:22]3([CH2:21][C:20](=[O:19])[C:34]4[C:29](=[CH:30][CH:31]=[C:32]([NH:3][C:2](=[O:12])[CH3:1])[CH:33]=4)[O:28]3)[CH2:27][CH2:26]2)=[O:53])[CH:42]=1 |f:1.2|. Conditions: time 14 hour. Starting materials: CCN=C=NCCCN(C)C (EDCI), OC(=O)C(F)(F)F.O=C1CC2(CCNCC2)OC2=CC=C(C=C12)CC(=O)N (4-oxospiro[chroman-2,4′-piperidin]-6-ylacetamide TFA salt), COC1=CC(=NC2=CC=CC=C12)C(=O)O (4-methoxyquinoline-2-carboxylic acid), C=1C=CC2=C(C1)N=NN2O (HOBT). Procedure details: 63.3 g of EDCI was added to a mixture of 16.5 g of 4-oxospiro[chroman-2,4′-piperidin]-6-ylacetamide TFA salt, 61.0 g of 4-methoxyquinoline-2-carboxylic acid, 45.9 g of HOBT, 50 mL of Et3N and 90 mL DMF, at 0° C., and the resulting mixture was stirred at room temperature for 14 hours. The reaction mixture was concentrated under reduced pressure, and the residue was partitioned between ethyl acetate and water. The organic layer was washed with water and aqueous saturated sodium carbonate solution ... Reactants: [Na+], C1CCOC1, [OH-], Cc1ccc(S(=O)(=O)n2nc(NC(=O)c3ccccc3)c3c2CC(c2ccccc2)(c2ccccc2)C=C3)cc1. The product is O=C(Nc1n[nH]c2c1C=CC(c1ccccc1)(c1ccccc1)C2)c1ccccc1. As a reaction SMILES: [Na+:42].[O:43]1[CH2:44][CH2:45][CH2:46][CH2:47]1.[OH-:41].[c:1]1([C:7]2([c:35]3[cH:36][cH:37][cH:38][cH:39][cH:40]3)[CH:8]=[CH:9][c:10]3[c:11]([NH:26][C:27]([c:28]4[cH:29][cH:30][cH:31][cH:32][cH:33]4)=[O:34])[n:12][n:13]([S:16]([c:17]4[cH:18][cH:19][c:20]([CH3:21])[cH:22][cH:23]4)(=[O:24])=[O:25])[c:14]3[CH2:15]2)[cH:2][cH:3][cH:4][cH:5][cH:6]1>>[c:1]1([C:7]2([c:35]3[cH:36][cH:37][cH:38][cH:39][cH:40]3)[CH:8]=[CH:9][c:10]3[c:11]([NH:26][C:27]([c:28]4[cH:29][cH:30][cH:31][cH:32][cH:33]4)=[O:34])[n:12][nH:13][c:14]3[CH2:15]2)[cH:2][cH:3][cH:4][cH:5][cH:6]1. The reactants are C(C)(=O)OCC (ethyl acetate), C(CCC)[Li] (butyl lithium), C(CCC)[Sn](CCCC)(CCCC)Cl (tributyltin chloride), C(C)(C)(C)OC(=O)N1CCC(CC1)C=C(Br)Br (1-(t-butoxycarbonyl)-4-(2,2-dibromoethen-1-yl)piperidine). The solvent is hexanes, hexanes, C1CCOC1 (THF), C1CCOC1 (THF). Conditions: time 1 hour. Yields the product C(C)(C)(C)OC(=O)N1CCC(CC1)C#C[Sn](CCCC)(CCCC)CCCC (1-(t-Butoxycarbonyl)-4-(2-tributylstannylethyn-1-yl)piperidine). The yield is 86.6%. Reaction SMILES: [C:1]([O:5][C:6]([N:8]1[CH2:13][CH2:12][CH:11]([CH:14]=[C:15](Br)Br)[CH2:10][CH2:9]1)=[O:7])([CH3:4])([CH3:3])[CH3:2].C([Li])CCC.[CH2:23]([Sn:27](Cl)([CH2:32][CH2:33][CH2:34][CH3:35])[CH2:28][CH2:29][CH2:30][CH3:31])[CH2:24][CH2:25][CH3:26].C(OCC)(=O)C>C1COCC1>[C:1]([O:5][C:6]([N:8]1[CH2:13][CH2:12][CH:11]([C:14]#[C:15][Sn:27]([CH2:28][CH2:29][CH2:30][CH3:31])([CH2:32][CH2:33][CH2:34][CH3:35])[CH2:23][CH2:24][CH2:25][CH3:26])[CH2:10][CH2:9]1)=[O:7])([CH3:4])([CH3:3])[CH3:2]. Procedure details: A mixture of 23.199 g (62.85 mmole) 1-(t-butoxycarbonyl)-4-(2,2-dibromoethen-1-yl)piperidine (prepared as in Step B3 above) and 600 mL anhydrous THF was cooled with dry ice acetone bath under nitrogen. To this mixture was added 88 mL of a 1.6 M butyl lithium solution in hexanes dropwise with stirring and cooling over 50 minutes. After one hour, the flask was transferred into an ice bath. After another hour, a solution of 28.64 g (87.99 mmole) tributyltin chloride in 100 mL THF was added with sti... The reactants are C(C1=CC=NC=C1)(=O)O (Isonicotinic acid), C(=O)(N1C=NC=C1)N1C=NC=C1 (1,1′-carbonylbis-1H-imidazole), O1CCCC1 (tetrahydrofuran), malonic acid monoester potassium salt, [Cl-].[Mg+2].[Cl-] (magnesium chloride). Run at temperature 50 celsius, time 1.5 hour. The product is N1=CC=C(C=C1)C(CC(=O)OCC)=O (Ethyl 3-(4-pyridyl)-3-oxopropionate). Yield: 74.0%. RXN SMILES: [C:1]([OH:9])(=O)[C:2]1[CH:7]=[CH:6][N:5]=[CH:4][CH:3]=1.C(N1C=CN=C1)(N1C=CN=C1)=[O:11].[Cl-].[Mg+2].[Cl-].[O:25]1[CH2:29][CH2:28][CH2:27][CH2:26]1>>[N:5]1[CH:4]=[CH:3][C:2]([C:1](=[O:9])[CH2:27][C:26]([O:25][CH2:29][CH3:28])=[O:11])=[CH:7][CH:6]=1 |f:2.3.4|. Procedure details: Isonicotinic acid (35.56 g, 289 mmol) was added to a solution of 1,1′-carbonylbis-1H-imidazole (46.98 g, 290 mmol) in tetrahydrofuran (700 ml), and the resulting solution was stirred for 1.5 hr at 50° C. After cooling to room temperature, malonic acid monoester potassium salt (51.7 g, 304 mmol) and magnesium chloride (34.33 g, 361 mmol) were added, and the mixture was refluxed for 1 hr and then heated at 50° C. for 6 hr. The solvent was removed under reduced pressure and the residue was quenched...